This data is from the Open Reaction Database (ORD), a public repository of structured organic reaction records. The task is: describe an organic reaction: reactants, conditions, products, and yield Product: C(C)OC=1C=C(C(=O)C2=NC=C(C3=CC(=C(C=C23)OC)OCCO)C=O)C=CC1 (1-(3-ethoxy-benzoyl)-6-(2-hydroxy-ethoxy)-7-methoxy-isoquinoline-4-carbaldehyde), product. The solvent is C(C)(=O)OCC.CCCCCC (ethyl acetate hexane). Reactants: C(C)OC=1C=C(CC2=NC=C(C3=CC(=C(C=C23)OC)OCCO)C=O)C=CC1 (1-(3-ethoxy-benzyl)-6-(2-hydroxy-ethoxy)-7-methoxy-isoquinoline-4-carbaldehyde), [Se](=O)=O (selenium dioxide). Yield: 99.0%. Reaction SMILES: [CH2:1]([O:3][C:4]1[CH:5]=[C:6]([CH:26]=[CH:27][CH:28]=1)[CH2:7][C:8]1[C:17]2[C:12](=[CH:13][C:14]([O:20][CH2:21][CH2:22][OH:23])=[C:15]([O:18][CH3:19])[CH:16]=2)[C:11]([CH:24]=[O:25])=[CH:10][N:9]=1)[CH3:2].[Se](=O)=[O:30]>C(OCC)(=O)C.CCCCCC>[CH2:1]([O:3][C:4]1[CH:5]=[C:6]([CH:26]=[CH:27][CH:28]=1)[C:7]([C:8]1[C:17]2[C:12](=[CH:13][C:14]([O:20][CH2:21][CH2:22][OH:23])=[C:15]([O:18][CH3:19])[CH:16]=2)[C:11]([CH:24]=[O:25])=[CH:10][N:9]=1)=[O:30])[CH3:2] |f:2.3|. Procedure: To a stirred solution of 1-(3-ethoxy-benzyl)-6-(2-hydroxy-ethoxy)-7-methoxy-isoquinoline-4-carbaldehyde (50 mg, 0.13 mmol) was added selenium dioxide (146 mg, 1.30 mmol). The reaction mixture was heated at 120° C. for 1 hr. The solvent was evaporated and the residue was diluted with dichloromethane (30 mL). The organic layer was washed with saturated aqueous sodium bicarbonate solution (20 mL), saturated aqueous sodium chloride solution (20 mL), dried over anhydrous magnesium sulfate, filtered a... Reaction conditions: temperature 120 celsius. Reactants: CC(C)S(=O)(=O)Cl (propane-2-sulfonyl chloride), N=1C=CN2C1C=C(C=C2)CNC(C2=CC=C(C=C2)C2CNCC2)=O (N-(imidazo[1,2-a]pyridin-7-ylmethyl)-4-(pyrrolidin-3-yl)benzamide), N1CC(C1)C1=CC=C(C(=O)NCC2=CC=3N(C=C2)C=CN3)C=C1 (4-(azetidin-3-yl)-N-(imidazo[1,2-a]pyridin-7-ylmethyl)benzamide). Yields the product N=1C=CN2C1C=C(C=C2)CNC(C2=CC=C(C=C2)C2CN(CC2)S(=O)(=O)C2=CC=CC=C2)=O (N-(imidazo[1,2-a]pyridin-7-ylmethyl)-4-[1-(phenylsulfonyl)pyrrolidin-3-yl]benzamide). As a reaction SMILES: [CH3:1][CH:2]([S:4](Cl)(=[O:6])=[O:5])[CH3:3].[N:8]1[CH:9]=[CH:10][N:11]2[CH:16]=[CH:15][C:14]([CH2:17][NH:18][C:19](=[O:31])[C:20]3[CH:25]=[CH:24][C:23]([CH:26]4[CH2:30][CH2:29][NH:28][CH2:27]4)=[CH:22][CH:21]=3)=[CH:13][C:12]=12.N1[CH2:35][CH:34](C2C=CC(C(NCC3C=CN4C=CN=C4C=3)=O)=CC=2)[CH2:33]1>>[N:8]1[CH:9]=[CH:10][N:11]2[CH:16]=[CH:15][C:14]([CH2:17][NH:18][C:19](=[O:31])[C:20]3[CH:21]=[CH:22][C:23]([CH:26]4[CH2:30][CH2:29][N:28]([S:4]([C:2]5[CH:3]=[CH:35][CH:34]=[CH:33][CH:1]=5)(=[O:6])=[O:5])[CH2:27]4)=[CH:24][CH:25]=3)=[CH:13][C:12]=12. Reported procedure: The title compound was prepared as described in Example 557C, substituting benzene sulfonyl chloride for propane-2-sulfonyl chloride and N-(imidazo[1,2-a]pyridin-7-ylmethyl)-4-(pyrrolidin-3-yl)benzamide for 4-(azetidin-3-yl)-N-(imidazo[1,2-a]pyridin-7-ylmethyl)benzamide. 1H NMR (400 MHz, DMSO-d6) δ ppm 9.04 (t, J=5.9 Hz, 1H), 8.48 (dd, J=6.9, 0.9 Hz, 1H), 7.87 (m, 3H), 7.81 (m, 2H), 7.74 (m, 1H), 7.66 (m, 2H), 7.51 (d, J=1.2 Hz, 1H), 7.37 (m, 1H), 7.25 (m, 2H), 6.84 (dd, J=6.9, 1.7 Hz, 1H), 4.49...